Dataset: the Open Reaction Database (ORD), a public repository of structured organic reaction records. Task: describe an organic reaction: reactants, conditions, products, and yield Reactants: FC1=CC=C(C=C1)C(COCC1CCNCC1)NC(=O)C1=CC=C2C=CNC2=C1 (N-[1-(4-fluorophenyl)-2-(piperidin-4-ylmethoxy)ethyl]-1H-indole-6-carboxamide), CC(=O)C (acetone). Product: FC1=CC=C(C=C1)C(COCC1CCN(CC1)C(C)C)NC(=O)C1=CC=C2C=CNC2=C1 (N-[1-(4-Fluorophenyl)-2-(1-isopropylpiperidin-4-ylmethoxy)-ethyl]-1H-indole-6-carboxamide). As a reaction SMILES: [F:1][C:2]1[CH:7]=[CH:6][C:5]([CH:8]([NH:18][C:19]([C:21]2[CH:29]=[C:28]3[C:24]([CH:25]=[CH:26][NH:27]3)=[CH:23][CH:22]=2)=[O:20])[CH2:9][O:10][CH2:11][CH:12]2[CH2:17][CH2:16][NH:15][CH2:14][CH2:13]2)=[CH:4][CH:3]=1.[CH3:30][C:31]([CH3:33])=O>>[F:1][C:2]1[CH:7]=[CH:6][C:5]([CH:8]([NH:18][C:19]([C:21]2[CH:29]=[C:28]3[C:24]([CH:25]=[CH:26][NH:27]3)=[CH:23][CH:22]=2)=[O:20])[CH2:9][O:10][CH2:11][CH:12]2[CH2:13][CH2:14][N:15]([CH:31]([CH3:33])[CH3:30])[CH2:16][CH2:17]2)=[CH:4][CH:3]=1. Reported procedure: Using alkylation method A, N-[1-(4-fluorophenyl)-2-(piperidin-4-ylmethoxy)ethyl]-1H-indole-6-carboxamide (900 mg, 2.3 mmol) and acetone (25 mL, 340 mmol) afforded, after purification (SiO2: 8:2:1 hexane:EtOAc:isopropylamine), 45 mg (5%) of the title compound. Starting materials: C(C)(C)(C)C1=CC=C(C(=O)C2=CC=C(C=C2)C(C)(C)C)C=C1 (4,4′-di-tert-butyl-benzophenone), Cl (hydrochloric acid), C(C)(C)(C)C=1C=C(CC1)C (3-tert-butyl-1-methyl-cyclopentadiene), [OH-].[K+] (potassium hydroxide). Solvent: C(C)OCC (Diethyl ether), C(OC)COC (dimethoxyethane), C(OC)COC (dimethoxy ethane). Product: C(C)(C)(C)C=1C=C(C(C1)=C(C1=CC=C(C=C1)C(C)(C)C)C1=CC=C(C=C1)C(C)(C)C)C (3-tert-butyl-1-methyl-6,6-di(4-tert-butyl-phenyl)fulvene), solid. Isolated yield 30.0%. RXN SMILES: [OH-].[K+].[C:3]([C:7]1[CH:8]=[C:9]([CH3:12])[CH2:10][CH:11]=1)([CH3:6])([CH3:5])[CH3:4].[C:13]([C:17]1[CH:34]=[CH:33][C:20]([C:21]([C:23]2[CH:28]=[CH:27][C:26]([C:29]([CH3:32])([CH3:31])[CH3:30])=[CH:25][CH:24]=2)=O)=[CH:19][CH:18]=1)([CH3:16])([CH3:15])[CH3:14].Cl>C(OCC)C.C(COC)OC>[C:3]([C:7]1[CH:8]=[C:9]([CH3:12])[C:10](=[C:21]([C:23]2[CH:28]=[CH:27][C:26]([C:29]([CH3:31])([CH3:30])[CH3:32])=[CH:25][CH:24]=2)[C:20]2[CH:33]=[CH:34][C:17]([C:13]([CH3:15])([CH3:14])[CH3:16])=[CH:18][CH:19]=2)[CH:11]=1)([CH3:6])([CH3:5])[CH3:4] |f:0.1|. Reported procedure: In a 200 ml three-necked flask equipped with a magnetic stirrer chip and three-way cock thoroughly purged with nitrogen, 1.58 g of powdery potassium hydroxide (28.2 mmol) and 100 ml of dehydrated dimethoxy ethane were added in a nitrogen atmosphere. To the suspension, 2.31 g of 3-tert-butyl-1-methyl-cyclopentadiene (17.0 mmol) was gradually added dropwise at room temperature and stirred under reflux for 1 hr. Thereafter, a solution prepared by dissolving 5.25 g of 4,4′-di-tert-butyl-benzophenone... The reactants are [BH4-], COc1cc(OC)cc(C(=O)N2CCC(N(Cc3ccnc4ccccc34)C(=O)C(F)(F)F)CC2Cc2ccccc2)c1, [Na+]. Yields the product COc1cc(OC)cc(C(=O)N2CCC(NCc3ccnc4ccccc34)CC2Cc2ccccc2)c1. As a reaction SMILES: [BH4-:44].[CH2:1]([c:2]1[cH:3][cH:4][cH:5][cH:6][cH:7]1)[CH:8]1[N:9]([C:32]([c:33]2[cH:34][c:35]([O:41][CH3:42])[cH:36][c:37]([O:39][CH3:40])[cH:38]2)=[O:43])[CH2:10][CH2:11][CH:12]([N:14]([C:15](=[O:16])[C:17]([F:18])([F:19])[F:20])[CH2:21][c:22]2[cH:23][cH:24][n:25][c:26]3[cH:27][cH:28][cH:29][cH:30][c:31]23)[CH2:13]1.[Na+:45]>>[CH2:1]([c:2]1[cH:3][cH:4][cH:5][cH:6][cH:7]1)[CH:8]1[N:9]([C:32]([c:33]2[cH:34][c:35]([O:41][CH3:42])[cH:36][c:37]([O:39][CH3:40])[cH:38]2)=[O:43])[CH2:10][CH2:11][CH:12]([NH:14][CH2:21][c:22]2[cH:23][cH:24][n:25][c:26]3[cH:27][cH:28][cH:29][cH:30][c:31]23)[CH2:13]1. Starting materials: C(C)OC(CCC1=CC=2C(=NC(=CC2)Cl)N1CC(=O)OC(C)(C)C)=O (3-(1-tert-butoxycarbonylmethyl-6-chloro-1H-pyrrolo[2,3-b]pyridin-2-yl)-propionic acid ethyl ester), CC(C)(C)[O-].[K+].C1CCOC1 (KOtBu THF). Run in [Cl-].[Na+].O (brine), C1CCOC1 (THF), C1CCOC1 (THF). Conditions: temperature -10 celsius, time 15 minute. Yields the product ClC=1C=CC=2C=C3CCC(CN3C2N1)=O (2-chloro-6,7-dihydro-pyrido[3,2-b]indolizin-8-one). Yield: 68.3%. As a reaction SMILES: CC([O-])(C)C.[K+].C1COCC1.C(OC(=O)[CH2:16][CH2:17][C:18]1[N:27]([CH2:28][C:29]([O:31]C(C)(C)C)=O)[C:21]2=[N:22][C:23]([Cl:26])=[CH:24][CH:25]=[C:20]2[CH:19]=1)C>C1COCC1.[Cl-].[Na+].O>[Cl:26][C:23]1[CH:24]=[CH:25][C:20]2[CH:19]=[C:18]3[N:27]([C:21]=2[N:22]=1)[CH2:28][C:29](=[O:31])[CH2:16][CH2:17]3 |f:0.1.2,5.6.7|. Procedure: 2.5 ml of 1M KOtBu THF solution was added to 20 mL of THF and the solution was cooled at −10° C. A solution of 3-(1-tert-butoxycarbonylmethyl-6-chloro-1H-pyrrolo[2,3-b]pyridin-2-yl)-propionic acid ethyl ester (0.73 g) in 4 mL of THF was added over 2 min. After stirring for 15 min at −10° C., 3 mL of 1 N HCL was added, followed by 10 mL brine. The mixture was extracted with 40 mL of EtOAc, dried over Na2SO4, filtered, and concentrated. The residue was dissolved in 30 mL of toluene and added 1 g o... The reactants are [Cl-].[NH4+] (ammonium chloride), [H-].[Na+] (sodium hydride), IC (iodomethane), O1COC2=C1C=CC(=C2)C2=NC(=NC=C2)NCCCOC=2C=C1CC[C@H](C1=CC2)CC(=O)OCC (ethyl [(1S)-5-(3-{[4-(1,3-benzodioxol-5-yl)-2-pyrimidinyl]amino}propoxy)-2,3-dihydro-1H-inden-1-yl]acetate). The solvent is CN(C)C=O (DMF). Conditions: time 16 hour. Yields the product O1COC2=C1C=CC(=C2)C2=NC(=NC=C2)N(CCCOC=2C=C1CC[C@H](C1=CC2)CC(=O)OCC)C (ethyl ((1S)-5-{3-[[4-(1,3-benzodioxol-5-yl)-2-pyrimidinyl](methyl)amino]-propoxy}-2,3-dihydro-1H-inden-1-yl)acetate). Isolated yield 264.6%. Reaction SMILES: [H-].[Na+].[O:3]1[C:7]2[CH:8]=[CH:9][C:10]([C:12]3[CH:17]=[CH:16][N:15]=[C:14]([NH:18][CH2:19][CH2:20][CH2:21][O:22][C:23]4[CH:24]=[C:25]5[C:29](=[CH:30][CH:31]=4)[C@H:28]([CH2:32][C:33]([O:35][CH2:36][CH3:37])=[O:34])[CH2:27][CH2:26]5)[N:13]=3)=[CH:11][C:6]=2[O:5][CH2:4]1.I[CH3:39].[Cl-].[NH4+]>CN(C=O)C>[O:3]1[C:7]2[CH:8]=[CH:9][C:10]([C:12]3[CH:17]=[CH:16][N:15]=[C:14]([N:18]([CH3:39])[CH2:19][CH2:20][CH2:21][O:22][C:23]4[CH:24]=[C:25]5[C:29](=[CH:30][CH:31]=4)[C@H:28]([CH2:32][C:33]([O:35][CH2:36][CH3:37])=[O:34])[CH2:27][CH2:26]5)[N:13]=3)=[CH:11][C:6]=2[O:5][CH2:4]1 |f:0.1,4.5|. Procedure details: To a suspension of sodium hydride (8.4 mg of a 60% dispersion, 0.210 mmol) in DMF (4 mL) cooled in an ice-bath, was added ethyl [(1S)-5-(3-{[4-(1,3-benzodioxol-5-yl)-2-pyrimidinyl]amino}propoxy)-2,3-dihydro-1H-inden-1-yl]acetate (Example 291, 50 mg, 0.105 mmol). The mixture was stirred for 15 min after which iodomethane (61 mg, 0.421 mmol) was added dropwise. The mixture was then stirred at rt for 16 h. A solution of ammonium chloride (10% in water) was added to the reaction mixture after which ... Starting materials: C1(CCCCC1)N(C(NC=1SC(=CN1)S(=O)(=O)N(CC(=O)N(CC)CC)C)=O)[C@@H]1CC[C@H](CC1)C (2-({2-[3-cyclohexyl-3-(trans-4-methyl-cyclohexyl)-ureido]-thiazole-5-sulfonyl}-methyl-amino)-N,N-diethyl-acetamide), C1(CCCCC1)N(C(NC=1SC(=CN1)S(=O)(=O)NCC(=O)O)=O)[C@@H]1CC[C@H](CC1)C ({2-[3-cyclohexyl-3-(trans-4-methyl-cyclohexyl)-ureido]-thiazole-5-sulfonylamino}-acetic acid), C(C)(C)N (isopropylamine). Product: C1(CCCCC1)N(C(NC=1SC(=CN1)S(=O)(=O)NCC(=O)NC(C)C)=O)[C@@H]1CC[C@H](CC1)C (2-{2-[3-Cyclohexyl-3-(trans-4-methyl-cyclohexyl)-ureido]-thiazole-5-sulfonylamino}-N-isopropyl-acetamide). RXN SMILES: [CH:1]1([N:7]([C@H]2CC[C@H](C)CC2)C(=O)NC2SC(S(N(C)CC(N(CC)CC)=O)(=O)=O)=CN=2)[CH2:6]CCC[CH2:2]1.[CH:36]1([N:42]([C@H:59]2[CH2:64][CH2:63][C@H:62](C)[CH2:61][CH2:60]2)[C:43](=[O:58])[NH:44][C:45]2[S:46][C:47]([S:50]([NH:53][CH2:54][C:55]([OH:57])=O)(=[O:52])=[O:51])=[CH:48][N:49]=2)[CH2:41][CH2:40][CH2:39][CH2:38][CH2:37]1.[CH:66](N)(C)C>>[CH:36]1([N:42]([C@H:59]2[CH2:60][CH2:61][C@H:62]([CH3:66])[CH2:63][CH2:64]2)[C:43](=[O:58])[NH:44][C:45]2[S:46][C:47]([S:50]([NH:53][CH2:54][C:55]([NH:7][CH:1]([CH3:6])[CH3:2])=[O:57])(=[O:51])=[O:52])=[CH:48][N:49]=2)[CH2:41][CH2:40][CH2:39][CH2:38][CH2:37]1. Procedure details: The title compound was prepared in a similar manner to 2-({2-[3-cyclohexyl-3-(trans-4-methyl-cyclohexyl)-ureido]-thiazole-5-sulfonyl}-methyl-amino)-N,N-diethyl-acetamide using {2-[3-cyclohexyl-3-(trans-4-methyl-cyclohexyl)-ureido]-thiazole-5-sulfonylamino}-acetic acid and isopropylamine.